From a dataset of the Open Reaction Database (ORD), a public repository of structured organic reaction records. describe an organic reaction: reactants, conditions, products, and yield Reactants: FC=1C=C(C(=O)CC(C(=O)O)C)C=CC1 (3-(m-Fluorobenzoyl)-2-methylpropionic acid), C(=O)(N1C=NC=C1)N1C=NC=C1 (1,1'-carbonyldiimidazole), COC([C@H]1NCCC1)=O (L-proline methyl ester). Run in O1CCCC1 (tetrahydrofuran). Conditions: time 1 hour. Yields the product COC([C@H]1N(CCC1)C(C(CC(C1=CC(=CC=C1)F)=O)C)=O)=O (1-[3-(3-Fluorobenzoyl)-2-methylpropionyl]-L-proline methyl ester). As a reaction SMILES: [F:1][C:2]1[CH:3]=[C:4]([CH:13]=[CH:14][CH:15]=1)[C:5]([CH2:7][CH:8]([CH3:12])[C:9]([OH:11])=O)=[O:6].C(N1C=CN=C1)(N1C=CN=C1)=O.[CH3:28][O:29][C:30](=[O:36])[C@@H:31]1[CH2:35][CH2:34][CH2:33][NH:32]1>O1CCCC1>[CH3:28][O:29][C:30](=[O:36])[C@@H:31]1[CH2:35][CH2:34][CH2:33][N:32]1[C:9](=[O:11])[CH:8]([CH3:12])[CH2:7][C:5](=[O:6])[C:4]1[CH:13]=[CH:14][CH:15]=[C:2]([F:1])[CH:3]=1. Reported procedure: To a solution of 2.10 g. of 3-(4-fluorobenzoyl)-2-methylpropionic acid (Example 2) in 20 ml. of tetrahydrofuran is added 1.62 g. of 1,1'-carbonyldiimidazole. The mixture is stirred at room temperature for one hour, then 1.66 g. of L-proline methyl ester is added and stirring is continued for 18 hours. The mixture is evaporated to dryness in vacuo and the residue is partitioned between dichloromethane and water. The organic layer is separated and washed successively with 1 N hydrochloric acid, wa... Reactants: C(CP(O)(O)=O)P(O)(O)=O (Ethylenediphosphonic acid), C(C(=O)Cl)(=O)Cl (oxalyl chloride), F\C=C/1\[C@@H](O[C@@H]([C@H]1O)CO)N1C(=O)N=C(N)C=C1 ((E)-2′-deoxy-2′-(fluoromethylene)cytidine). The solvent is CN(C)C=O (DMF). Run at time 2 hour. The product is C(CP(O)(O)=O)P(O)(=O)OC[C@@H]1[C@H](\C(\[C@@H](O1)N1C(=O)N=C(N)C=C1)=C/F)O ((E)-2′-Deoxy-2′-(fluoromethylene)cytidine 5′-ethylenediphosphonate). The yield is 2.7%. RXN SMILES: [CH2:1]([P:7](=[O:10])([OH:9])[OH:8])[CH2:2][P:3](=[O:6])([OH:5])[OH:4].C(Cl)(=O)C(Cl)=O.[F:17]/[CH:18]=[C:19]1/[C@H:20]([N:27]2[CH:34]=[CH:33][C:31]([NH2:32])=[N:30][C:28]2=[O:29])[O:21][C@H:22]([CH2:25]O)[C@H:23]/1[OH:24]>CN(C=O)C>[CH2:1]([P:7]([O:9][CH2:25][C@H:22]1[O:21][C@@H:20]([N:27]2[CH:34]=[CH:33][C:31]([NH2:32])=[N:30][C:28]2=[O:29])/[C:19](=[CH:18]/[F:17])/[C@@H:23]1[OH:24])(=[O:8])[OH:10])[CH2:2][P:3](=[O:5])([OH:4])[OH:6]. Reported procedure: Ethylenediphosphonic acid (100 mg, 0.53 mmol) was treated with oxalyl chloride (2 mL, as solvent) and anhydrous DMF (0.1 mL, cat.). After heating at reflux for 10 minutes under an argon atmosphere a solution was obtained and after a further 3 h the reaction mixture was cooled to room temperature and concentrated in vacuo. The residue was coevaporated with anhydrous acetonitrile (3×10 mL). The residue was dissolved in anhydrous trimethyl phosphate (2 mL), cooled to −15° C. under an argon and (E)-...